describe an organic reaction: reactants, conditions, products, and yield From a dataset of the Open Reaction Database (ORD), a public repository of structured organic reaction records. The solvent is CN(C=O)C (N,N-dimethylformamide). Procedure: After sodium hydride (55% oily) (2.40 g, 55.0 mmol) was added to a solution of methyl (4-bromophenyl)acetate (5.73 g, 25.0 mmol) obtained in Example (3-1) in N,N-dimethylformamide (50 ml) at 0° C., the mixture was stirred at room temperature for 10 minutes. After the reaction mixture was cooled to 0° C. and 1,2-dibromoethane (2.37 ml, 27.5 mmol) was added thereto, the mixture was further stirred at room temperature for 15 hours. After a saturated aqueous ammonium chloride solution was poured int... Reaction SMILES: [H-].[Na+].[Br:3][C:4]1[CH:9]=[CH:8][C:7]([CH2:10][C:11]([O:13][CH3:14])=[O:12])=[CH:6][CH:5]=1.Br[CH2:16][CH2:17]Br.[Cl-].[NH4+]>CN(C)C=O>[Br:3][C:4]1[CH:5]=[CH:6][C:7]([C:10]2([C:11]([O:13][CH3:14])=[O:12])[CH2:17][CH2:16]2)=[CH:8][CH:9]=1 |f:0.1,4.5|. Conditions: time 10 minute. Starting materials: [Cl-].[NH4+] (ammonium chloride), [H-].[Na+] (sodium hydride), BrC1=CC=C(C=C1)CC(=O)OC (methyl (4-bromophenyl)acetate), BrCCBr (1,2-dibromoethane). The yield is 46.6%. Product: BrC1=CC=C(C=C1)C1(CC1)C(=O)OC (methyl 1-(4-bromophenyl)cyclopropanecarboxylate). The reagents and catalysts are [Pd] (palladium/carbon). Reactants: [OH-].OP(=O)(OC(C)[N+](C)(C)C)OCC1OCC(C1)SC1=C(N2C(C(C2C1C)C(C)O)=O)C(=O)OCC1=CC=C(C=C1)[N+](=O)[O-] ([Hydroxy[[4-[[6-(1-hydroxyethyl)-4-methyl-2-[[(4-nitrophenyl)methoxy]carbonyl]-7-oxo-1-azabicyclo[3.2.0]hept-2-en-3-yl]thio]tetrahydro-2-furanyl]methoxy]phosphinyl]oxy-N,N,N-trimethylethanaminium hydroxide), C([O-])(O)=O.[Na+] (sodium bicarbonate), O (water), O1CCOCC1 (dioxane). Procedure: The title compound is prepared by the procedure of Example 18 using 0.387 g of product from Example 91, 0.046 g of sodium bicarbonate, 4 ml of water, 19 ml of dioxane, and 0.050 g of 10% palladium/carbon to give 0.031 g of the desired product. Product: [OH-].C(=O)(O)C=1N2C(C(C2C(C1SC1CC(OC1)COP(=O)(OCC[N+](C)(C)C)O)C)C(C)O)=O (2-[[[[4-[[2-Carboxy-6-(1-hydroxyethyl)-4-methyl-7-oxo-1-azabicyclo[3.2.0]hept-2-en-3-yl]thio]tetrahydro-2-furanyl]methoxy]hydroxyphosphinyl]oxy]-N,N,N-trimethylethanaminium hydroxide). As a reaction SMILES: [OH-].[OH:2][P:3]([O:12][CH2:13][CH:14]1[CH2:18][CH:17]([S:19][C:20]2[CH:26]([CH3:27])[CH:25]3[N:22]([C:23](=[O:31])[CH:24]3[CH:28]([OH:30])[CH3:29])[C:21]=2[C:32]([O:34]CC2C=CC([N+]([O-])=O)=CC=2)=[O:33])[CH2:16][O:15]1)([O:5]C([N+](C)(C)C)C)=[O:4].C(=O)(O)[O-].[Na+].O.O1[CH2:56][CH2:55]OCC1>[Pd]>[OH-:2].[C:32]([C:21]1[N:22]2[CH:25]([CH:26]([CH3:27])[C:20]=1[S:19][CH:17]1[CH2:16][O:15][CH:14]([CH2:13][O:12][P:3]([OH:2])([O:5][CH2:55][CH2:56][N+:22]([CH3:25])([CH3:23])[CH3:21])=[O:4])[CH2:18]1)[CH:24]([CH:28]([OH:30])[CH3:29])[C:23]2=[O:31])([OH:34])=[O:33] |f:0.1,2.3,7.8|. Reported procedure: 2,2-Dimethoxypropane (12 mL, 97 mmol) was added with stirring to a solution of crude diols A and B, catalytic p-toluenesulfonic acid in acetone (50 mL). The mixture was stirred at room temperature overnight, diluted with ether and washed with aqueous sodium bicarbonate solution (twice). The organic extract was dried (magnesium sulfate), filtered and concentrated. The crude oil was chromatographed on a silica gel column and eluted with 2-10% ethyl acetate in hexanes to obtain dioxane C (5.85 g, 6... Run in CC(=O)C (acetone), CCOCC (ether). Reactants: diols, C1(=CC=C(C=C1)S(=O)(=O)O)C (p-toluenesulfonic acid), COC(C)(C)OC (2,2-Dimethoxypropane), O1CCOCC1 (dioxane). The product is C(C1=CC=CC=C1)OCC1C(CO)O1 (4-benzyloxy-2,3-epoxy-1-butanol). Conditions: time 8 hour. As a reaction SMILES: C[O:2]C(OC)(C)C.[C:8]1([CH3:18])[CH:13]=[CH:12][C:11](S(O)(=O)=O)=[CH:10][CH:9]=1.[O:19]1[CH2:24][CH2:23][O:22][CH2:21][CH2:20]1>CC(C)=O.CCOCC>[CH2:18]([O:19][CH2:24][CH:23]1[O:22][CH:21]1[CH2:20][OH:2])[C:8]1[CH:13]=[CH:12][CH:11]=[CH:10][CH:9]=1. The reactants are C1CCOC1, [Li]C, O=C(O)c1cc(Cl)cc(Cl)c1. Yields the product CC(=O)c1cc(Cl)cc(Cl)c1. RXN SMILES: [CH2:14]1[O:15][CH2:16][CH2:17][CH2:18]1.[CH3:12][Li:13].[Cl:1][c:2]1[cH:3][c:4]([C:5](=[O:6])[OH:7])[cH:8][c:9]([Cl:11])[cH:10]1>>[Cl:1][c:2]1[cH:3][c:4]([C:5](=[O:7])[CH3:12])[cH:8][c:9]([Cl:11])[cH:10]1. Reactants: CO, COc1ccc(C(=O)O)cc1N. Product: COC(=O)c1ccc(OC)c(N)c1. RXN SMILES: [CH3:13][OH:14].[NH2:1][c:2]1[cH:3][c:4]([C:5](=[O:6])[OH:7])[cH:8][cH:9][c:10]1[O:11][CH3:12]>>[NH2:1][c:2]1[cH:3][c:4]([C:5](=[O:6])[O:7][CH3:13])[cH:8][cH:9][c:10]1[O:11][CH3:12]. The reactants are C(C)(C)(C)OC(=O)N1CCC(CC1)CSC1=C(C=CC=C1)F (1-(tert-butoxycarbonyl)-4-[(2-fluorophenylthio)methyl]piperidine), ClC1=CC(=CC=C1)C(=O)OO (3-chloroperbenzoic acid), C(C)(=O)OCC (ethyl acetate), S(=S)(=O)([O-])[O-].[Na+].[Na+] (sodium thiosulfate). Run in C(Cl)(Cl)Cl (chloroform). Run at time 30 minute. Product: C(C)(C)(C)OC(=O)N1CCC(CC1)CS(=O)C1=C(C=CC=C1)F (1-(tert-Butoxycarbonyl)-4-[(2-fluorophenylsulfinyl)methyl]piperidine). Yield: 82.0%. As a reaction SMILES: [C:1]([O:5][C:6]([N:8]1[CH2:13][CH2:12][CH:11]([CH2:14][S:15][C:16]2[CH:21]=[CH:20][CH:19]=[CH:18][C:17]=2[F:22])[CH2:10][CH2:9]1)=[O:7])([CH3:4])([CH3:3])[CH3:2].ClC1C=CC=C(C(OO)=[O:31])C=1.S([O-])([O-])(=O)=S.[Na+].[Na+].C(OCC)(=O)C>C(Cl)(Cl)Cl>[C:1]([O:5][C:6]([N:8]1[CH2:9][CH2:10][CH:11]([CH2:14][S:15]([C:16]2[CH:21]=[CH:20][CH:19]=[CH:18][C:17]=2[F:22])=[O:31])[CH2:12][CH2:13]1)=[O:7])([CH3:4])([CH3:2])[CH3:3] |f:2.3.4|. Procedure: After dissolving 79 mg of 1-(tert-butoxycarbonyl)-4-[(2-fluorophenylthio)methyl]piperidine in 3 ml of chloroform, 42 mg of 3-chloroperbenzoic acid was added while cooling on ice, and the mixture was stirred for 30 minutes. Aqueous sodium thiosulfate solution was added to the reaction solution, and extraction was performed with ethyl acetate. The organic layer was washed with saturated brine and dried over anhydrous magnesium sulfate, and then the solvent was distilled off under reduced pressure.... RXN SMILES: [CH2:1]([Li])[CH2:2][CH2:3][CH3:4].[Br-].[PH4+].[CH3:8][C:9]1([CH3:16])[CH2:14][CH:13]=[CH:12][C:11](=O)[CH2:10]1.[CH2:17](OCC)C>>[CH3:8][C:9]1([CH3:16])[CH2:14][CH:13]=[CH:12][C:11](=[CH:4][CH2:3][CH2:2][CH:1]=[CH2:17])[CH2:10]1 |f:1.2|. Yields the product CC1(CC(C=CC1)=CCCC=C)C ((3,3-dimethyl-cyclohex-5-en-1-yliden-)-pent-4-ene). Starting materials: CC1(CC(C=CC1)=O)C (3,3-dimethyl-cyclohex-5-en-1-one), CCOCC (ether), solution, C(CCC)[Li] (butyl-lithium), [Br-].[PH4+] (phosphonium bromide), C(C)OCC (diethylether), CCOCC (ether). Yield: 50.0%. Reaction conditions: time 3 hour. Procedure: 8 g of a 14% solution of butyl-lithium in diethylether were added under nitrogen within 15 min. to a suspension of 7 g of the above said phosphonium bromide in 80 ml ether. To the red resulting solution, cooled to 5°-10°, 2.1 g of 3,3-dimethyl-cyclohex-5-en-1-one in 10 ml ether, were adde, whereupon, the reaction mixture was stirred for 3 h, filtered and the clear filtrate was washed with water until neutrality. On evaporation and distillation in a bulb apparatus, 1.5 g (50% yield) of (3,3-dimet...